From a dataset of the Open Reaction Database (ORD), a public repository of structured organic reaction records. describe an organic reaction: reactants, conditions, products, and yield Reactants: C(C1=CC=CC=C1)C1CC=C(CC1)N1CCCC1 (1-(4-benzyl-cyclohex-1-enyl)-pyrrolidine), C(C=C)(=O)OCC (ethyl acrylate), O1CCOCC1 (dioxane). The product is C(C)OC(CCC1C(CCC(C1)CC1=CC=CC=C1)=O)=O (3-(5-benzyl-2-oxo-cyclohexyl)-propionic acid ethyl ester). As a reaction SMILES: [CH2:1]([CH:8]1[CH2:13][CH2:12][C:11](N2CCCC2)=[CH:10][CH2:9]1)[C:2]1[CH:7]=[CH:6][CH:5]=[CH:4][CH:3]=1.[C:19]([O:23][CH2:24][CH3:25])(=[O:22])[CH:20]=[CH2:21].[O:26]1CCOCC1>>[CH2:24]([O:23][C:19](=[O:22])[CH2:20][CH2:21][CH:10]1[CH2:9][CH:8]([CH2:1][C:2]2[CH:3]=[CH:4][CH:5]=[CH:6][CH:7]=2)[CH2:13][CH2:12][C:11]1=[O:26])[CH3:25]. Reported procedure: A solution of 1 g of the crude 1-(4-benzyl-cyclohex-1-enyl)-pyrrolidine and 1 mL of ethyl acrylate in 20 mL of dioxane was heated at reflux for 3 h, cooled and concentrated under reduced pressure. The resulting residue was diluted with 10 mL of water and 10 mL of 10% sulfuric acid and extracted into 2×100 mL of ether. The combined extracts were dried over magnesium sulfate and concentrated under reduced pressure. Drying under vacuum gave 0.74 g of crude 3-(5-benzyl-2-oxo-cyclohexyl)-propionic ac... Reactants: IC1=CC(=NC=C1)C(=O)OC (methyl 4-iodopicolinate), [BH4-].[Na+] (NaBH4). Solvent: C(Cl)Cl (DCM), CO (MeOH). Reaction conditions: time 3 day. The product is desired product, IC1=CC(=NC=C1)CO ((4-iodo-pyridin-2-yl)-methanol). As a reaction SMILES: [I:1][C:2]1[CH:7]=[CH:6][N:5]=[C:4]([C:8](OC)=[O:9])[CH:3]=1.[BH4-].[Na+]>CO.C(Cl)Cl>[I:1][C:2]1[CH:7]=[CH:6][N:5]=[C:4]([CH2:8][OH:9])[CH:3]=1 |f:1.2|. Reported procedure: To a solution of methyl 4-iodopicolinate 5AN (2.83 g, 10.78 mmol) in MeOH (30 ml) was added NaBH4 (1.59 g, 43.12 mmol) portion wise at 0° C. Reaction mixture was allowed to warm up to r.t. After stirring for 3 days at r.t, it was quenched with, 14 ml of 1N NaOH. Reaction mixture was diluted with DCM (200 ml). The organic layer was washed with water (2×30 ml), dried over MgSO4, filtered and concentrated. The residue was purified on silica gel eluting with 3/1 EtOAc/Hexane to give the desired prod... Reactants: COc1ccccc1, CCCCOC(=O)Cl, O=C(O)C(F)(F)F, c1ccc(N2CCCC2)nc1, O=C(O)CC(O)(CC(=O)O)C(=O)O, CC(C)Cc1cc(-c2cccc(C(=O)Cn3cnc4ccccc43)c2)c(S(=O)(=O)NC(C)(C)C)s1. Product: CCCCOC(=O)NS(=O)(=O)c1sc(CC(C)C)cc1-c1cccc(C(=O)Cn2cnc3ccccc32)c1. Reaction SMILES: [CH3:36][O:37][c:38]1[cH:39][cH:40][cH:41][cH:42][cH:43]1.[Cl:55][C:56](=[O:57])[O:58][CH2:59][CH2:60][CH2:61][CH3:62].[F:76][C:77]([F:78])([F:79])[C:80]([OH:81])=[O:82].[N:44]1([c:45]2[cH:46][cH:47][cH:48][cH:49][n:50]2)[CH2:51][CH2:52][CH2:53][CH2:54]1.[OH:63][C:64]([CH2:65][C:66]([C:67](=[O:68])[OH:69])([CH2:70][C:71](=[O:72])[OH:73])[OH:74])=[O:75].[n:1]1([CH2:10][C:11](=[O:12])[c:13]2[cH:14][c:15](-[c:19]3[c:20]([S:28](=[O:29])(=[O:30])[NH:31][C:32]([CH3:33])([CH3:34])[CH3:35])[s:21][c:22]([CH2:24][CH:25]([CH3:26])[CH3:27])[cH:23]3)[cH:16][cH:17][cH:18]2)[cH:2][n:3][c:4]2[c:5]1[cH:6][cH:7][cH:8][cH:9]2>>[n:1]1([CH2:10][C:11](=[O:12])[c:13]2[cH:14][c:15](-[c:19]3[c:20]([S:28](=[O:29])(=[O:30])[NH:31][C:56](=[O:57])[O:58][CH2:59][CH2:60][CH2:61][CH3:62])[s:21][c:22]([CH2:24][CH:25]([CH3:26])[CH3:27])[cH:23]3)[cH:16][cH:17][cH:18]2)[cH:2][n:3][c:4]2[c:5]1[cH:6][cH:7][cH:8][cH:9]2. Run in C(C)(=O)OCC (ethyl acetate), C(C)(=O)OCC (ethyl acetate). Reported procedure: After dissolving 100.00 parts by mass of p-acetoxystyrene in 400 parts by mass of ethyl acetate, the solution was cooled to 0° C., and 47.60 parts by mass of sodium methoxide (28 mass % methanol solution) was added dropwise thereto over 30 minutes, followed by stirring at room temperature for 5 hours. After adding ethyl acetate, the organic layer was washed with distilled water three times and then dried over anhydrous sodium sulfate, and the solvent was removed by distillation to obtain 131.70 ... The product is 131.70, OC1=CC=C(C=C)C=C1 (p-hydroxystyrene). Conditions: temperature 0 celsius, time 30 minute. RXN SMILES: C([O:4][C:5]1[CH:12]=[CH:11][C:8]([CH:9]=[CH2:10])=[CH:7][CH:6]=1)(=O)C.C[O-].[Na+]>C(OCC)(=O)C>[OH:4][C:5]1[CH:12]=[CH:11][C:8]([CH:9]=[CH2:10])=[CH:7][CH:6]=1 |f:1.2|. Reactants: C(C)(=O)OC1=CC=C(C=C)C=C1 (p-acetoxystyrene), C[O-].[Na+] (sodium methoxide). RXN SMILES: [CH3:30][CH2:31][OH:32].[CH3:34][CH2:35][O:36][C:37]([CH3:38])=[O:39].[Cl:1][c:2]1[c:3](-[c:12]2[c:13](=[O:23])[n:14]([CH3:22])[c:15]3[cH:16][cH:17][cH:18][cH:19][c:20]3[cH:21]2)[c:4]([Cl:11])[cH:5][cH:6][c:7]1[N+:8]([O-:9])=[O:10].[ClH:33].[K+:24].[K+:25].[O-:26][C:27]([O-:28])=[O:29]>>[Cl:1][c:2]1[c:3](-[c:12]2[c:13](=[O:23])[n:14]([CH3:22])[c:15]3[cH:16][cH:17][cH:18][cH:19][c:20]3[cH:21]2)[c:4]([Cl:11])[cH:5][cH:6][c:7]1[NH2:8]. Reactants: CCO, CCOC(C)=O, Cn1c(=O)c(-c2c(Cl)ccc([N+](=O)[O-])c2Cl)cc2ccccc21, Cl, [K+], [K+], O=C([O-])[O-]. Product: Cn1c(=O)c(-c2c(Cl)ccc(N)c2Cl)cc2ccccc21.